This data is from the Open Reaction Database (ORD), a public repository of structured organic reaction records. The task is: describe an organic reaction: reactants, conditions, products, and yield Starting materials: CS(=O)(=O)OC[C@H](O)C1=CC(=CC=C1)Cl ((R)-2-(3-chlorophenyl)-2-hydroxyethyl methanesulfonate), [OH-].[Na+] (NaOH), ice water. Solvent: CS(=O)C (dimethyl sulfoxide). Yields the product ClC=1C=C([C@@H]2CO2)C=CC1 ((R)-3-chlorostyrene oxide). RXN SMILES: CS(O[CH2:6][C@@H:7]([C:9]1[CH:14]=[CH:13][CH:12]=[C:11]([Cl:15])[CH:10]=1)[OH:8])(=O)=O.[OH-].[Na+]>CS(C)=O>[Cl:15][C:11]1[CH:10]=[C:9]([CH:14]=[CH:13][CH:12]=1)[C@H:7]1[O:8][CH2:6]1 |f:1.2|. Reported procedure: Into dimethyl sulfoxide (30 ml) were added (R)-2-(3-chlorophenyl)-2-hydroxyethyl methanesulfonate obtained in 2) above (10 g) and, under ice-cooling, a 5N aqueous NaOH solution (15 ml), and then the resulting mixture was stirred at the same temperature for 12 hours. The reaction mixture was added into ice water and extracted with 50% diethyl ether/pentane. The organic layer was washed with a saturated aqueous sodium chloride solution and then dried with anhydrous magnesium sulfate. The desiccant...